describe an organic reaction: reactants, conditions, products, and yield From a dataset of the Open Reaction Database (ORD), a public repository of structured organic reaction records. Starting materials: tetrakistriphenylphosphine palladium (0), crude product, BrC=1C=CC(=C(C1)CNC(=O)C1=CC(=CC=C1)C(=O)NCC=1C(=C2C(=NC1CC)N(N=C2)CC)NC2CCOCC2)OC (N-{[5-Bromo-2-(methyloxy)phenyl]methyl}-N′-{[1,6-diethyl-4-(tetrahydro-2H-pyran-4-ylamino)-1H-pyrazolo[3,4-b]pyridin-5-yl]methyl}-1,3-benzenedicarboxamide), C[C@@H]1N(CCN(C1)CC1=CC(=CC=C1)B1OC(C(O1)(C)C)(C)C)C(=O)OC(C)(C)C (1,1-dimethylethyl (2S)-2-methyl-4-{[3-(4,4,5,5-tetramethyl-1,3,2-dioxaborolan-2-yl)phenyl]methyl}-1-piperazinecarboxylate), C(=O)([O-])[O-].[Na+].[Na+] (Na2CO3), C(=O)(C(F)(F)F)O (TFA). The solvent is C(Cl)Cl (DCM), O1CCOCC1 (dioxane), O (H2O). Run at time 3 hour. The product is C(C)N1N=CC=2C1=NC(=C(C2NC2CCOCC2)CNC(=O)C2=CC(=CC=C2)C(=O)NCC=2C=C(C=CC2OC)C2=CC(=CC=C2)CN2C[C@@H](NCC2)C)CC (N-{[1,6-Diethyl-4-(tetrahydro-2H-pyran-4-ylamino)-1H-pyrazolo[3,4-b]pyridin-5-yl]methyl}-N′-[(4-(methyloxy)-3′-{[(3S)-3-methyl-1-piperazinyl]methyl}-3-biphenylyl)methyl]-1,3-benzenedicarboxamide). The yield is 14.4%. RXN SMILES: Br[C:2]1[CH:3]=[CH:4][C:5]([O:42][CH3:43])=[C:6]([CH2:8][NH:9][C:10]([C:12]2[CH:17]=[CH:16][CH:15]=[C:14]([C:18]([NH:20][CH2:21][C:22]3[C:23]([NH:35][CH:36]4[CH2:41][CH2:40][O:39][CH2:38][CH2:37]4)=[C:24]4[CH:32]=[N:31][N:30]([CH2:33][CH3:34])[C:25]4=[N:26][C:27]=3[CH2:28][CH3:29])=[O:19])[CH:13]=2)=[O:11])[CH:7]=1.[CH3:44][C@H:45]1[CH2:50][N:49]([CH2:51][C:52]2[CH:57]=[CH:56][CH:55]=[C:54](B3OC(C)(C)C(C)(C)O3)[CH:53]=2)[CH2:48][CH2:47][N:46]1C(OC(C)(C)C)=O.C([O-])([O-])=O.[Na+].[Na+].C(O)(C(F)(F)F)=O>O1CCOCC1.C(Cl)Cl.O>[CH2:33]([N:30]1[C:25]2=[N:26][C:27]([CH2:28][CH3:29])=[C:22]([CH2:21][NH:20][C:18]([C:14]3[CH:15]=[CH:16][CH:17]=[C:12]([C:10]([NH:9][CH2:8][C:6]4[CH:7]=[C:2]([C:54]5[CH:55]=[CH:56][CH:57]=[C:52]([CH2:51][N:49]6[CH2:48][CH2:47][NH:46][C@@H:45]([CH3:44])[CH2:50]6)[CH:53]=5)[CH:3]=[CH:4][C:5]=4[O:42][CH3:43])=[O:11])[CH:13]=3)=[O:19])[C:23]([NH:35][CH:36]3[CH2:41][CH2:40][O:39][CH2:38][CH2:37]3)=[C:24]2[CH:32]=[N:31]1)[CH3:34] |f:2.3.4|. Procedure details: N-{[5-Bromo-2-(methyloxy)phenyl]methyl}-N′-{[1,6-diethyl-4-(tetrahydro-2H-pyran-4-ylamino)-1H-pyrazolo[3,4-b]pyridin-5-yl]methyl}-1,3-benzenedicarboxamide (97 mg, 0.00015 mol) in dioxane (4 mL) and 1,1-dimethylethyl (2S)-2-methyl-4-{[3-(4,4,5,5-tetramethyl-1,3,2-dioxaborolan-2-yl)phenyl]methyl}-1-piperazinecarboxylate (81.2 mg, 0.000195 mol) were treated with Na2CO3 (48 mg, 0.00045 mol) and 0.75 mL H2O. The mixture was degassed for 15 min with N2, and then treated with tetrakistriphenylphosphine... Reactants: OC1=C(C=O)C=C(C=C1)C (2-hydroxy-5-methyl-benzaldehyde), BrCC(OC)OC (2-bromo-1,1-dimethoxy-ethane), C([O-])([O-])=O.[K+].[K+] (potassium carbonate), O (water). Run in CN(C)C=O (DMF). Product: COC(COC1=C(C=O)C=C(C=C1)C)OC (2-(2,2-dimethoxy-ethoxy)-5-methyl-benzaldehyde). Yield: 94.1%. Reaction SMILES: [OH:1][C:2]1[CH:9]=[CH:8][C:7]([CH3:10])=[CH:6][C:3]=1[CH:4]=[O:5].Br[CH2:12][CH:13]([O:16][CH3:17])[O:14][CH3:15].C(=O)([O-])[O-].[K+].[K+].O>CN(C=O)C>[CH3:15][O:14][CH:13]([O:16][CH3:17])[CH2:12][O:1][C:2]1[CH:9]=[CH:8][C:7]([CH3:10])=[CH:6][C:3]=1[CH:4]=[O:5] |f:2.3.4|. Procedure: To a solution of 100 mg (0.73 mmol) of 2-hydroxy-5-methyl-benzaldehyde in DMF (1 ml) were added 109 μl (0.92 mmol) of 2-bromo-1,1-dimethoxy-ethane and 112 mg (0.81 mmol) of potassium carbonate. The reaction mixture was heated to reflux for 90 min. Then water was added at RT and the mixture was extracted with ether. The combined organic extracts were washed with brine, dried (MgSO4) and concentrated to yield 2-(2,2-dimethoxy-ethoxy)-5-methyl-benzaldehyde as a yellow oil (154 mg, 93%). 1HNMR (CDCl... The reactants are CNCC[C@@H](C1=CC=CS1)OC=2C=CC=C3C2C=CC=C3.C(C(=O)[O-])(=O)[O-] (Duloxetine oxalate), [NH4+] (ammonium). Solvent: C(C)(=O)OCC.O (ethyl acetate water). Yields the product CNCC[C@@H](C1=CC=CS1)OC=2C=CC=C3C2C=CC=C3 (duloxetine). Yield: 87.1%. RXN SMILES: [CH3:1][NH:2][CH2:3][CH2:4][C@H:5]([O:11][C:12]1[CH:13]=[CH:14][CH:15]=[C:16]2[CH:21]=[CH:20][CH:19]=[CH:18][C:17]=12)[C:6]1[S:10][CH:9]=[CH:8][CH:7]=1.C([O-])(=O)C([O-])=O.[NH4+]>C(OCC)(=O)C.O>[CH3:1][NH:2][CH2:3][CH2:4][C@H:5]([O:11][C:12]1[CH:13]=[CH:14][CH:15]=[C:16]2[CH:21]=[CH:20][CH:19]=[CH:18][C:17]=12)[C:6]1[S:10][CH:9]=[CH:8][CH:7]=1 |f:0.1,3.4|. Reported procedure: Duloxetine oxalate (38.7 g) was placed into 300 ml of an ethyl acetate/water (1:1) mixture. Aqueous ammonium solution was added to dissolve the solid completely under stirring. The separated aqueous layer was washed with ethyl acetate twice. The combined organic solution was then washed with saturated brine, and dried with anhydrous sodium sulphate. The free duloxetine (26 g) was obtained as an oil by removing the solvents from the filtrate solution. Reactants: O1CCOCC1 (Dioxane), P(=O)([O-])([O-])[O-].[K+].[K+].[K+] (potassium phosphate), CN1N=CC=C1B1OC(C(O1)(C)C)(C)C (1-methyl-5-(4,4,5,5-tetramethyl-1,3,2-dioxaborolan-2-yl)-1H-pyrazole), BrC1=CC(=CC(=N1)N)C (6-bromo-4-methylpyridin-2-amine). Reagents/catalysts: C1=CC=C(C=C1)P([C-]2C=CC=C2)C3=CC=CC=C3.C1=CC=C(C=C1)P([C-]2C=CC=C2)C3=CC=CC=C3.Cl[Pd]Cl.[Fe+2].C(Cl)Cl (PdCl2(dppf) CH2Cl2). The solvent is O (water). Conditions: temperature 100 celsius, time 1.5 hour. The product is CC1=CC(=NC(=C1)C1=CC=NN1C)N (4-methyl-6-(1-methyl-1H-pyrazol-5-yl)pyridin-2-amine). Reaction SMILES: O1CCOCC1.P([O-])([O-])([O-])=O.[K+].[K+].[K+].[CH3:15][N:16]1[C:20](B2OC(C)(C)C(C)(C)O2)=[CH:19][CH:18]=[N:17]1.Br[C:31]1[N:36]=[C:35]([NH2:37])[CH:34]=[C:33]([CH3:38])[CH:32]=1>C1C=CC(P(C2C=CC=CC=2)[C-]2C=CC=C2)=CC=1.C1C=CC(P(C2C=CC=CC=2)[C-]2C=CC=C2)=CC=1.Cl[Pd]Cl.[Fe+2].C(Cl)Cl.O>[CH3:38][C:33]1[CH:32]=[C:31]([C:20]2[N:16]([CH3:15])[N:17]=[CH:18][CH:19]=2)[N:36]=[C:35]([NH2:37])[CH:34]=1 |f:1.2.3.4,7.8.9.10.11|. Procedure details: Dioxane (2.12 mL), water (0.24 mL), tribasic potassium phosphate (300 mg, 1.41 mmol), and 1-methyl-5-(4,4,5,5-tetramethyl-1,3,2-dioxaborolan-2-yl)-1H-pyrazole (120 mg, 0.58 mmol) were added to 6-bromo-4-methylpyridin-2-amine (88 mg, 0.47 mmol) in a scintillation vial. The vial was purged with argon 3 times before PdCl2(dppf)-CH2Cl2 adduct (34 mg, 0.047 mmol) was added. The vial was purged 3 times with argon, sealed, and heated to 100° C. After 1.5 hours, the reaction was cooled to room temperatu... The reactants are CS(C)=O, O=[N+]([O-])c1ccc(Cl)c(Cl)c1Cl, CCOC(=O)c1c(N)sc2ccccc12. Yields the product CCOC(=O)c1c(Nc2c([N+](=O)[O-])ccc(Cl)c2Cl)sc2ccccc12. As a reaction SMILES: [CH3:28][S:29](=[O:30])[CH3:31].[Cl:16][c:17]1[c:18]([N+:25](=[O:26])[O-:27])[cH:19][cH:20][c:21]([Cl:24])[c:22]1[Cl:23].[NH2:1][c:2]1[c:3]([C:11](=[O:12])[O:13][CH2:14][CH3:15])[c:4]2[c:5]([s:6]1)[cH:7][cH:8][cH:9][cH:10]2>>[NH:1]([c:2]1[c:3]([C:11](=[O:12])[O:13][CH2:14][CH3:15])[c:4]2[c:5]([s:6]1)[cH:7][cH:8][cH:9][cH:10]2)[c:17]1[c:18]([N+:25](=[O:26])[O-:27])[cH:19][cH:20][c:21]([Cl:24])[c:22]1[Cl:23]. The reactants are O=C(Cl)c1cccnc1, ClCCl, COc1ccc(C2=NN(Cc3ccc(N)cc3)C(=O)CC2)cc1OC, c1ccncc1. The product is COc1ccc(C2=NN(Cc3ccc(NC(=O)c4cccnc4)cc3)C(=O)CC2)cc1OC. As a reaction SMILES: [C:32]([c:33]1[cH:34][n:35][cH:36][cH:37][cH:38]1)(=[O:39])[Cl:40].[Cl:41][CH2:42][Cl:43].[NH2:1][c:2]1[cH:3][cH:4][c:5]([CH2:6][N:7]2[N:8]=[C:9]([c:14]3[cH:15][c:16]([O:22][CH3:23])[c:17]([O:20][CH3:21])[cH:18][cH:19]3)[CH2:10][CH2:11][C:12]2=[O:13])[cH:24][cH:25]1.[cH:26]1[cH:27][cH:28][n:29][cH:30][cH:31]1>>[NH:1]([c:2]1[cH:3][cH:4][c:5]([CH2:6][N:7]2[N:8]=[C:9]([c:14]3[cH:15][c:16]([O:22][CH3:23])[c:17]([O:20][CH3:21])[cH:18][cH:19]3)[CH2:10][CH2:11][C:12]2=[O:13])[cH:24][cH:25]1)[C:32]([c:33]1[cH:34][n:35][cH:36][cH:37][cH:38]1)=[O:39]. Reactants: CC(C)(C)OC(=O)Nc1ccc(CN2CCC(O)C2)cn1, CO, Cl, C1COCCO1. The product is Nc1ccc(CN2CCC(O)C2)cn1. As a reaction SMILES: [C:1]([O:2][C:3](=[O:4])[NH:7][c:8]1[n:9][cH:10][c:11]([CH2:14][N:15]2[CH2:16][CH:17]([OH:20])[CH2:18][CH2:19]2)[cH:12][cH:13]1)([CH3:5])([CH3:6])[CH3:21].[CH3:23][OH:24].[ClH:22].[O:25]1[CH2:26][CH2:27][O:28][CH2:29][CH2:30]1>>[NH2:7][c:8]1[n:9][cH:10][c:11]([CH2:14][N:15]2[CH2:16][CH:17]([OH:20])[CH2:18][CH2:19]2)[cH:12][cH:13]1. Starting materials: ClC1=C(C=NC2=C(C=CC=C12)OC)C#N (4-chloro-8-methoxy -3-quinolinecarbonitrile), Cl.N1=CC=CC=C1 (pyridine hydrochloride), OC=1C=C(N)C=CC1C (3-hydroxy-4-methylaniline). The solvent is C(C)OCCO (2-ethoxyethanol). Reaction conditions: temperature 100 celsius. Product: OC=1C=C(C=CC1C)NC1=C(C=NC2=C(C=CC=C12)OC)C#N (4-(3-Hydroxy-4-methyl-phenylamino)-8-methoxy-quinoline-3-carbonitrile). Yield: 89.0%. As a reaction SMILES: Cl[C:2]1[C:11]2[C:6](=[C:7]([O:12][CH3:13])[CH:8]=[CH:9][CH:10]=2)[N:5]=[CH:4][C:3]=1[C:14]#[N:15].Cl.N1C=CC=CC=1.[OH:23][C:24]1[CH:25]=[C:26]([CH:28]=[CH:29][C:30]=1[CH3:31])[NH2:27]>C(OCCO)C>[OH:23][C:24]1[CH:25]=[C:26]([NH:27][C:2]2[C:11]3[C:6](=[C:7]([O:12][CH3:13])[CH:8]=[CH:9][CH:10]=3)[N:5]=[CH:4][C:3]=2[C:14]#[N:15])[CH:28]=[CH:29][C:30]=1[CH3:31] |f:1.2|. Reported procedure: Using an analogous procedure to that described in Example 274. A reaction mixture of 328.0 mg (1.5 mmol) of 4-chloro-8-methoxy -3-quinolinecarbonitrile, 173.3 mg (1.5 mmol) of pyridine hydrochloride and 203.2 mg (1.7 mmol) of 3-hydroxy-4-methylaniline in 15 mL of 2-ethoxyethanol was heated at 100° C. for 1.5 hr. After the work up, 407.7 mg (89.4%) of the product was obtained as a yellow solid, m.p. 148-150° C., mass spectrum (electrospray, m/e): M+H 306.9. Reactants: C1=CC=C2C(=C1)C(=O)OS2(=O)=O (2-sulfobenzoic acid cyclic anhydride), CC1(C(NN(C1)C1=CC=CC=C1)=O)CO (4-methyl-4-hydroxymethyl-1-phenyl-3-pyrazolidinone), O (water). Solvent: C(C)#N (acetonitrile). Conditions: time 24 hour. Product: S(=O)(=O)(O)C1=C(C(=O)OCC2(C(NN(C2)C2=CC=CC=C2)=O)C)C=CC=C1 ((4-methyl-3-oxo-1-phenylpyrazolidin-4-yl)methyl 2-sulfobenzoate). As a reaction SMILES: [CH3:1][C:2]1([CH2:14][OH:15])[CH2:6][N:5]([C:7]2[CH:12]=[CH:11][CH:10]=[CH:9][CH:8]=2)[NH:4][C:3]1=[O:13].[CH:16]1[CH:21]=[C:20]2[C:22]([O:24][S:25](=[O:27])(=[O:26])[C:19]2=[CH:18][CH:17]=1)=[O:23].O>C(#N)C>[S:25]([C:19]1[CH:18]=[CH:17][CH:16]=[CH:21][C:20]=1[C:22]([O:15][CH2:14][C:2]1([CH3:1])[CH2:6][N:5]([C:7]2[CH:12]=[CH:11][CH:10]=[CH:9][CH:8]=2)[NH:4][C:3]1=[O:13])=[O:23])([OH:27])(=[O:26])=[O:24]. Reported procedure: To a suspension of 4-methyl-4-hydroxymethyl-1-phenyl-3-pyrazolidinone (Dimezone-S®) (10 g, 48.5 mmol) in neat acetonitrile (200 ml), there is added 2-sulfobenzoic acid cyclic anhydride (8.9 g, 48.5 mmol) all at the same time, at room temperature, while stirring. The reaction mixture is heated to reflux under nitrogen until complete dissolution is observed. The process is continued for 24 hours and the mixture is cooled in a bath of ice and water for 2 hours. A solid precipitant is obtained that ... The reactants are Fc1cc(-c2ccccc2)ccc1Br, Fc1cc(Br)ccc1-c1ccccc1, CCCC1CCC(=O)CC1, CCOCC, Cl, I, [Mg]. Product: CCCC1CCC(O)(c2ccc(-c3ccccc3)c(F)c2)CC1. RXN SMILES: [Br:17][c:18]1[cH:19][cH:20][c:21](-[c:22]2[cH:23][cH:24][cH:25][cH:26][cH:27]2)[cH:28][c:29]1[F:30].[Br:1][c:2]1[cH:3][c:4]([F:14])[c:5](-[c:8]2[cH:9][cH:10][cH:11][cH:12][cH:13]2)[cH:6][cH:7]1.[CH2:31]([CH2:32][CH3:33])[CH:34]1[CH2:35][CH2:36][C:37](=[O:40])[CH2:38][CH2:39]1.[CH3:42][CH2:43][O:44][CH2:45][CH3:46].[ClH:41].[I:16].[Mg:15]>>[c:2]1([C:37]2([OH:40])[CH2:36][CH2:35][CH:34]([CH2:31][CH2:32][CH3:33])[CH2:39][CH2:38]2)[cH:3][c:4]([F:14])[c:5](-[c:8]2[cH:9][cH:10][cH:11][cH:12][cH:13]2)[cH:6][cH:7]1.